Dataset: the Open Reaction Database (ORD), a public repository of structured organic reaction records. Task: describe an organic reaction: reactants, conditions, products, and yield The reactants are COC1=CC=C(CC(C(=O)O)=C)C=C1 (2-(p-methoxybenzyl)acrylic acid), C(C1=CC=CC=C1)(=S)O (thiobenzoic acid). Solvent: CCOCC (ether). Yields the product C(C1=CC=CC=C1)(=O)SCC(C(=O)O)CC1=CC=C(C=C1)OC (3-Benzoylthio-2-(p-methoxybenzyl)propionic Acid). As a reaction SMILES: [CH3:1][O:2][C:3]1[CH:14]=[CH:13][C:6]([CH2:7][C:8](=[CH2:12])[C:9]([OH:11])=[O:10])=[CH:5][CH:4]=1.[C:15]([OH:23])(=[S:22])[C:16]1[CH:21]=[CH:20][CH:19]=[CH:18][CH:17]=1>CCOCC>[C:15]([S:22][CH2:12][CH:8]([CH2:7][C:6]1[CH:13]=[CH:14][C:3]([O:2][CH3:1])=[CH:4][CH:5]=1)[C:9]([OH:11])=[O:10])(=[O:23])[C:16]1[CH:21]=[CH:20][CH:19]=[CH:18][CH:17]=1. Procedure: By the method of Preparation 7, 2-(p-methoxybenzyl)acrylic acid (3.84 gm., 20 mmoles) was reacted with thiobenzoic acid to yield the title product in essentially quantitative yield [6.61 gm.; Rf 0.48 (ether)]. Starting materials: C(#N)C=1C(=NC(=NC1)C1=CC=C(C=C1)CCC)O (5-cyano-4-hydroxy-2-(4-n-propylphenyl)-pyrimidine), P(=O)(Cl)(Cl)Cl (phosphorus oxychloride), [OH-].[Na+] (sodium hydroxide), Cl.C(CC)C1=CC=C(C(=N)N)C=C1 (p-n-propylbenzamidine hydrochloride), C(C)OC(C(C#N)=COCC)=O (α-ethoxymethylene- α-cyanoacetic acid ethyl ester), CC[O-].[Na+] (sodium ethylate). Run in C(C)O (ethanol). The product is ClC1=NC(=NC=C1C#N)C1=CC=C(C=C1)CCC (4-chloro-5-cyano-2-(4-n-propylphenyl)-pyrimidine). Reaction SMILES: Cl.C(C1C=CC(C(N)=N)=CC=1)CC.C(OC(=O)C(=COCC)C#N)C.CC[O-].[Na+].[OH-].[Na+].[C:32]([C:34]1[C:35](O)=[N:36][C:37]([C:40]2[CH:45]=[CH:44][C:43]([CH2:46][CH2:47][CH3:48])=[CH:42][CH:41]=2)=[N:38][CH:39]=1)#[N:33].P(Cl)(Cl)([Cl:52])=O>C(O)C>[Cl:52][C:35]1[C:34]([C:32]#[N:33])=[CH:39][N:38]=[C:37]([C:40]2[CH:45]=[CH:44][C:43]([CH2:46][CH2:47][CH3:48])=[CH:42][CH:41]=2)[N:36]=1 |f:0.1,3.4,5.6|. Procedure: The starting material can be obtained according to the procedure of A. R. Todd and F. Bergel, J. Chem. Soc. 1937, 365 by reaction of p-n-propylbenzamidine hydrochloride with α-ethoxymethylene- α-cyanoacetic acid ethyl ester and sodium ethylate in ethanol and then with sodium hydroxide solution. The resulting 5-cyano-4-hydroxy-2-(4-n-propylphenyl)-pyrimidine (melting point 246.0°-247.6° C) is treated with phosphorus oxychloride to give 4-chloro-5-cyano-2-(4-n-propylphenyl)-pyrimidine having a mel... The reactants are Br.NC1=NC=C2C(=N1)N(N=C2C2=CC(=C(C(=C2)F)O)Br)C (4-(6-Amino-1-methyl-1H-pyrazolo[3,4-d]pyrimidin-3-yl)-2-bromo-6-fluoro-phenol hydrobromide), CN(C)C=O (DMF). The reagents and catalysts are [C-]#N.[C-]#N.[Zn+2] (Zn(CN)2), C=1C=CC(=CC1)/C=C/C(=O)/C=C/C2=CC=CC=C2.C=1C=CC(=CC1)/C=C/C(=O)/C=C/C2=CC=CC=C2.C=1C=CC(=CC1)/C=C/C(=O)/C=C/C2=CC=CC=C2.[Pd].[Pd] (Pd2(dba)3), C1=CC=C(C=C1)P([C-]2C=CC=C2)C3=CC=CC=C3.C1=CC=C(C=C1)P([C-]2C=CC=C2)C3=CC=CC=C3.[Fe+2] (DPPF). Run at temperature 180 celsius. Product: NC1=NC=C2C(=N1)N(N=C2C=2C=C(C(=C(C#N)C2)O)F)C (5-(6-Amino-1-methyl-1H-pyrazolo[3,4-d]pyrimidin-3-yl)-3-fluoro-2-hydroxy-benzonitrile). Reaction SMILES: Br.[NH2:2][C:3]1[N:8]=[C:7]2[N:9]([CH3:21])[N:10]=[C:11]([C:12]3[CH:17]=[C:16]([F:18])[C:15]([OH:19])=[C:14](Br)[CH:13]=3)[C:6]2=[CH:5][N:4]=1.[CH3:22][N:23](C=O)C>[C-]#N.[C-]#N.[Zn+2].C1C=CC(/C=C/C(/C=C/C2C=CC=CC=2)=O)=CC=1.C1C=CC(/C=C/C(/C=C/C2C=CC=CC=2)=O)=CC=1.C1C=CC(/C=C/C(/C=C/C2C=CC=CC=2)=O)=CC=1.[Pd].[Pd].C1C=CC(P(C2C=CC=CC=2)[C-]2C=CC=C2)=CC=1.C1C=CC(P(C2C=CC=CC=2)[C-]2C=CC=C2)=CC=1.[Fe+2]>[NH2:2][C:3]1[N:8]=[C:7]2[N:9]([CH3:21])[N:10]=[C:11]([C:12]3[CH:17]=[C:16]([F:18])[C:15]([OH:19])=[C:14]([CH:13]=3)[C:22]#[N:23])[C:6]2=[CH:5][N:4]=1 |f:0.1,3.4.5,6.7.8.9.10,11.12.13|. Procedure: 4-(6-Amino-1-methyl-1H-pyrazolo[3,4-d]pyrimidin-3-yl)-2-bromo-6-fluoro-phenol hydrobromide (Example 42a) (0.07 g, 0.167 mmol), Zn(CN)2 (0.020 g, 0.167 mmol), Pd2(dba)3 (0.076 g, 0.08 mmol) and DPPF (0.092 g, 0.167 mmol) are dissolved in DMF (2.5 ml) and heated to 180° C. for 40 minutes. The reaction mixture is flitered through Celite® (filter agent) washing with MeOH, the filtrate is concentrated in vacuo and purification of the resulting residue is by preparative HPLC (water/acetonitrile, 0.1% ... Starting materials: [C@@H]12C(CC[C@H]2C1)=O ((1R,5S)-bicyclo[3.1.0]hexan-2-one), C(C(=O)OCC)(=O)OCC (diethyl oxalate), CC(C)(C)[O-].[K+] (potassium 2-methylpropan-2-olate), N(N)C1=NC=CC(=C1)I (2-Hydrazinyl-4-iodopyridine), aqueous solution, Cl (hydrogen chloride). Run in C(C)O (ethanol), C1CCOC1 (THF), [Cl-].[Na+].O (Brine). Conditions: temperature 40 celsius, time 4 hour. Product: C(C)OC(=O)C=1C=2C[C@@H]3[C@H](C2N(N1)C1=NC=CC(=C1)I)C3 ((1aR,5aR)-2-(4-Iodo-pyridin-2-yl)-1a,2,5,5a-tetrahydro-1H-2,3-diaza-cyclopropa[a]pentalene-4-carboxylic Acid Ethyl Ester). Yield: 69.0%. Reaction SMILES: [C@@H:1]12[CH2:6][C@@H:5]1[CH2:4][CH2:3][C:2]2=O.[C:8]([O:15][CH2:16][CH3:17])(=[O:14])[C:9](OCC)=O.CC([O-])(C)C.[K+].[NH:24]([C:26]1[CH:31]=[C:30]([I:32])[CH:29]=[CH:28][N:27]=1)[NH2:25].Cl>C(O)C.[Cl-].[Na+].O.C1COCC1>[CH2:16]([O:15][C:8]([C:9]1[C:3]2[CH2:4][C@H:5]3[CH2:6][C@H:1]3[C:2]=2[N:24]([C:26]2[CH:31]=[C:30]([I:32])[CH:29]=[CH:28][N:27]=2)[N:25]=1)=[O:14])[CH3:17] |f:2.3,7.8.9|. Reported procedure: To a solution of (1R,5S)-bicyclo[3.1.0]hexan-2-one (2.045 g, 21.27 mmol) and diethyl oxalate (2.91 mL, 21.27 mmol) in absolute ethanol (100 mL) was added a 1.0 M THF solution of potassium 2-methylpropan-2-olate (21.27 mL, 21.27 mmol). The mixture was stirred at 40° C. for 4 h. 2-Hydrazinyl-4-iodopyridine (5.00 g, 21.27 mmol) was added followed by a 3.0 M aqueous solution of hydrogen chloride (21.27 mL, 63.8 mmol). The reaction was stirred at 45° C., for 16 h. Brine (150 mL) was added. The mixtur... The reactants are Cl (hydrochloric acid), C1(=CC=CC=C1)C=1N=C(SC1)NC(C(=O)O)=O (N-(4-phenyl-thiazol-2-yl)-oxamic acid), ethyl ester, C(C(=O)Cl)(=O)Cl (oxalyl chloride), C(C)(=O)[O-].[K+] (potassium acetate). The solvent is C1(=CC=CC=C1)C (toluene). Reaction conditions: time 3 hour. Yields the product C1(=CC=CC=C1)C=1N=C(SC1)NC(C(=O)OCCOC)=O (2-Methoxyethyl N-(4-phenyl-thiazol-2-yl)-oxamate). As a reaction SMILES: [C:1]1([C:7]2[N:8]=[C:9]([NH:12][C:13](=[O:17])[C:14]([OH:16])=[O:15])[S:10][CH:11]=2)[CH:6]=[CH:5][CH:4]=[CH:3][CH:2]=1.[C:18]([O-:21])(=O)[CH3:19].[K+].Cl.[C:24](Cl)(=O)C(Cl)=O>C1(C)C=CC=CC=1>[C:1]1([C:7]2[N:8]=[C:9]([NH:12][C:13](=[O:17])[C:14]([O:16][CH2:19][CH2:18][O:21][CH3:24])=[O:15])[S:10][CH:11]=2)[CH:2]=[CH:3][CH:4]=[CH:5][CH:6]=1 |f:1.2|. Procedure details: 6.2 g of N-(4-phenyl-thiazol-2-yl)-oxamic acid (prepared from the ethyl ester by hydrolyzing with aqueous potassium acetate and liberating the acid with dilute hydrochloric acid), in 25 ml of dry toluene, are heated with 20 ml of oxalyl chloride for 2 hours at 60° C. After distilling off the excess oxalyl chloride under reduced pressure, a solution of 5 ml of ethylene glycol monomethyl ether, 3.5 ml of triethylamine and 20 ml of toluene is added dropwise. The mixture is stirred for a further 3 h... Reactants: ClC=1C(=C(C(=O)C2=C(C=CC=C2)F)C=CC1OC)O (3-chloro-2'-fluoro-2-hydroxy-4-methoxybenzophenone), Cl.NO (hydroxylamine hydrochloride). Run in N1=CC=CC=C1 (pyridine). Run at time 45 minute. Product: ClC=1C(=C(\C(\C2=C(C=CC=C2)F)=N/O)C=CC1OC)O (E-3-chloro-2'-fluoro-2-hydroxy-4-methoxybenzophenone oxime). Reaction SMILES: [Cl:1][C:2]1[C:3]([OH:19])=[C:4]([CH:14]=[CH:15][C:16]=1[O:17][CH3:18])[C:5]([C:7]1[CH:12]=[CH:11][CH:10]=[CH:9][C:8]=1[F:13])=O.Cl.[NH2:21][OH:22]>N1C=CC=CC=1>[Cl:1][C:2]1[C:3]([OH:19])=[C:4]([CH:14]=[CH:15][C:16]=1[O:17][CH3:18])/[C:5](=[N:21]\[OH:22])/[C:7]1[CH:12]=[CH:11][CH:10]=[CH:9][C:8]=1[F:13] |f:1.2|. Procedure details: 3-chloro-2'-fluoro-2-hydroxy-4-methoxybenzophenone (24.6 g) is refluxed for 18 hours in 300 ml of pyridine containing 12.2 g of hydroxylamine hydrochloride. The reaction mixture is concentrated under reduced pressure and is distributed between ether and 5% HCl. The organic phase is dried and evaporated and the resulting crystalline product fused at 205° C. for 45 minutes. The product is cooled and recrystallized from toluene to give E-3-chloro-2'-fluoro-2-hydroxy-4-methoxybenzophenone oxime, mp ...